This data is from the Open Reaction Database (ORD), a public repository of structured organic reaction records. The task is: describe an organic reaction: reactants, conditions, products, and yield The reactants are CCC(=O)NC1CC(n2cnc3c(NCC(c4ccccc4)c4ccccc4)nc(C(=O)NCCNC(=O)NC4CCN(C(=O)OCc5ccccc5)CC4)nc32)C(O)C1O, O=C(O)C(F)(F)F, CCC(=O)NC1CC(n2cnc3c(NCC(c4ccccc4)c4ccccc4)nc(N4CCC(NC(=O)NC5CCNC5)C4)nc32)C(O)C1O. Product: CCC(=O)NC1CC(n2cnc3c(NCC(c4ccccc4)c4ccccc4)nc(N4CCC(NC(=O)NC5CCN(C(=O)NC6CCN(C(=O)OCc7ccccc7)CC6)C5)C4)nc32)C(O)C1O, O=C(O)C(F)(F)F. As a reaction SMILES: [CH2:1]([c:2]1[cH:3][cH:4][cH:5][cH:6][cH:7]1)[O:8][C:9](=[O:10])[N:11]1[CH2:12][CH2:13][CH:14]([NH:17][C:18](=[O:19])[NH:20][CH2:21][CH2:22][NH:23][C:24]([c:25]2[n:26][c:27]3[c:28]([n:29][cH:30][n:31]3[CH:32]3[CH2:33][CH:34]([NH:35][C:36](=[O:37])[CH2:38][CH3:39])[CH:40]([OH:41])[CH:42]3[OH:43])[c:44]([NH:45][CH2:46][CH:47]([c:48]3[cH:49][cH:50][cH:51][cH:52][cH:53]3)[c:54]3[cH:55][cH:56][cH:57][cH:58][cH:59]3)[n:60]2)=[O:61])[CH2:15][CH2:16]1.[F:62][C:63]([C:64](=[O:65])[OH:66])([F:67])[F:68].[c:69]1([CH:75]([CH2:76][NH:77][c:78]2[c:79]3[n:80][cH:81][n:82]([CH:101]4[CH:102]([OH:112])[CH:103]([OH:111])[CH:104]([NH:106][C:107]([CH2:108][CH3:109])=[O:110])[CH2:105]4)[c:83]3[n:84][c:85]([N:87]3[CH2:88][CH:89]([NH:92][C:93](=[O:94])[NH:95][CH:96]4[CH2:97][NH:98][CH2:99][CH2:100]4)[CH2:90][CH2:91]3)[n:86]2)[c:113]2[cH:114][cH:115][cH:116][cH:117][cH:118]2)[cH:70][cH:71][cH:72][cH:73][cH:74]1>>[CH2:1]([c:2]1[cH:3][cH:4][cH:5][cH:6][cH:7]1)[O:8][C:9](=[O:10])[N:11]1[CH2:12][CH2:13][CH:14]([NH:17][C:18](=[O:19])[N:98]2[CH2:97][CH:96]([NH:95][C:93]([NH:92][CH:89]3[CH2:88][N:87]([c:85]4[n:84][c:83]5[c:79]([c:78]([NH:77][CH2:76][CH:75]([c:69]6[cH:70][cH:71][cH:72][cH:73][cH:74]6)[c:113]6[cH:114][cH:115][cH:116][cH:117][cH:118]6)[n:86]4)[n:80][cH:81][n:82]5[CH:101]4[CH:102]([OH:112])[CH:103]([OH:111])[CH:104]([NH:106][C:107]([CH2:108][CH3:109])=[O:110])[CH2:105]4)[CH2:91][CH2:90]3)=[O:94])[CH2:100][CH2:99]2)[CH2:15][CH2:16]1.[F:62][C:63]([C:64](=[O:65])[OH:66])([F:67])[F:68]. Procedure details: A solution of 5 (1.67 g, 5.11 mmol) in acetonitrile (20 mL) was treated with a solution of methyl chloroformate (0.532 g, 5.63 mmol) in acetonitrile (10 mL) at 0° C. The mixture was stirred at ambient temperature for 30 min and then aqueous sodium carbonate solution (15 mL) was added. The organic solvent was removed, and the aqueous residue was extracted with chloroform (3×10 mL). The combined organic extracts were washed with aqueous sodium carbonate solution (10 mL), dried, and evaporated to g... Product: C(C1=CC=CC=C1)OC[C@H]1N(C[C@H](N(C1)CC1=CC=CC=C1)CO)C(=O)OC ((2S,5S)-Methyl 2-[(Benzyloxy)methyl]-5-(hydroxymethyl)-4-(phenylmethyl)-1-piperazine carboxylate). The solvent is C(C)#N (acetonitrile), C(C)#N (acetonitrile). Yield: 77.3%. Starting materials: C([O-])([O-])=O.[Na+].[Na+] (sodium carbonate), C(C1=CC=CC=C1)OC[C@H]1NC[C@H](N(C1)CC1=CC=CC=C1)CO ((2S,5S)-2-((Benzyloxy)methyl)-4-(phenylmethyl)-5-piperazinemethanol), ClC(=O)OC (methyl chloroformate). Conditions: time 30 minute. As a reaction SMILES: [CH2:1]([O:8][CH2:9][C@@H:10]1[CH2:15][N:14]([CH2:16][C:17]2[CH:22]=[CH:21][CH:20]=[CH:19][CH:18]=2)[C@H:13]([CH2:23][OH:24])[CH2:12][NH:11]1)[C:2]1[CH:7]=[CH:6][CH:5]=[CH:4][CH:3]=1.Cl[C:26]([O:28][CH3:29])=[O:27].C(=O)([O-])[O-].[Na+].[Na+]>C(#N)C>[CH2:1]([O:8][CH2:9][C@@H:10]1[CH2:15][N:14]([CH2:16][C:17]2[CH:18]=[CH:19][CH:20]=[CH:21][CH:22]=2)[C@H:13]([CH2:23][OH:24])[CH2:12][N:11]1[C:26]([O:28][CH3:29])=[O:27])[C:2]1[CH:7]=[CH:6][CH:5]=[CH:4][CH:3]=1 |f:2.3.4|. RXN SMILES: [CH2:1]([CH2:2][CH2:3][CH3:4])[O:5][C:6](=[O:7])[N:8]1[CH2:9][CH2:10][N:11]([C:14]([CH:15]([CH2:16][CH2:17][C:18](=[O:19])[O:20][C:21]([CH3:22])([CH3:23])[CH3:24])[NH:25][C:26](=[O:27])[c:28]2[n:29][n:30](-[c:38]3[cH:39][cH:40][cH:41][cH:42][cH:43]3)[c:31]([O:33][CH2:34][C:35](=[O:36])[OH:37])[cH:32]2)=[O:44])[CH2:12][CH2:13]1.[CH2:65]([c:66]1[cH:67][cH:68][cH:69][cH:70][cH:71]1)[O:72][C:73]([CH:74]1[NH:75][CH2:76][CH2:77][CH2:78]1)=[O:79].[CH2:85]([Cl:86])[CH2:87][Cl:88].[CH:55]([N:56]([CH2:57][CH3:58])[CH:59]([CH3:60])[CH3:61])([CH3:62])[CH3:63].[ClH:64].[O:80]=[CH:81][N:82]([CH3:83])[CH3:84].[OH:45][n:46]1[c:47]2[c:48]([cH:49][cH:50][cH:51][cH:52]2)[n:53][n:54]1>>[CH2:1]([CH2:2][CH2:3][CH3:4])[O:5][C:6](=[O:7])[N:8]1[CH2:9][CH2:10][N:11]([C:14]([CH:15]([CH2:16][CH2:17][C:18](=[O:19])[O:20][C:21]([CH3:22])([CH3:23])[CH3:24])[NH:25][C:26](=[O:27])[c:28]2[n:29][n:30](-[c:38]3[cH:39][cH:40][cH:41][cH:42][cH:43]3)[c:31]([O:33][CH2:34][C:35](=[O:36])[N:75]3[CH:74]([C:73]([O:72][CH2:65][c:66]4[cH:67][cH:68][cH:69][cH:70][cH:71]4)=[O:79])[CH2:78][CH2:77][CH2:76]3)[cH:32]2)=[O:44])[CH2:12][CH2:13]1. Reactants: CCCCOC(=O)N1CCN(C(=O)C(CCC(=O)OC(C)(C)C)NC(=O)c2cc(OCC(=O)O)n(-c3ccccc3)n2)CC1, O=C(OCc1ccccc1)C1CCCN1, ClCCCl, CCN(C(C)C)C(C)C, Cl, CN(C)C=O, On1nnc2ccccc21. The product is CCCCOC(=O)N1CCN(C(=O)C(CCC(=O)OC(C)(C)C)NC(=O)c2cc(OCC(=O)N3CCCC3C(=O)OCc3ccccc3)n(-c3ccccc3)n2)CC1. The reactants are O=C1C2=C(C=CC3=NC=C(C=C31)C3=CC=CC=C3)C=CC(=C2)NS(=O)(=O)C (N-(5-oxo-3-phenyl-5H-benzo[4,5]cyclohepta[1,2-b]pyridin-7-yl)methanesulfonamide), [BH4-].[Na+] (NaBH4), Cl (HCl). The solvent is CO (MeOH). Reaction conditions: time 30 minute. The product is OC1C2=C(C=CC3=NC=C(C=C31)C3=CC=CC=C3)C=CC(=C2)NS(=O)(=O)C (N-(5 hydroxy-3-phenyl-5H-benzo[4,5]cyclohepta[1,2-b]pyridin-7-yl)methanesulfonamide). RXN SMILES: [O:1]=[C:2]1[C:12]2[C:7](=[N:8][CH:9]=[C:10]([C:13]3[CH:18]=[CH:17][CH:16]=[CH:15][CH:14]=3)[CH:11]=2)[CH:6]=[CH:5][C:4]2[CH:19]=[CH:20][C:21]([NH:23][S:24]([CH3:27])(=[O:26])=[O:25])=[CH:22][C:3]1=2.[BH4-].[Na+].Cl>CO>[OH:1][CH:2]1[C:12]2[C:7](=[N:8][CH:9]=[C:10]([C:13]3[CH:14]=[CH:15][CH:16]=[CH:17][CH:18]=3)[CH:11]=2)[CH:6]=[CH:5][C:4]2[CH:19]=[CH:20][C:21]([NH:23][S:24]([CH3:27])(=[O:26])=[O:25])=[CH:22][C:3]1=2 |f:1.2|. Procedure details: To a stirred slurry of N-(5-oxo-3-phenyl-5H-benzo[4,5]cyclohepta[1,2-b]pyridin-7-yl)methanesulfonamide (0.50 g, 1.3 mmol) in MeOH (30 mL) was added NaBH4 (100 mg, 2.6 mmol). The reaction mixture was left to stir for 30 min, treated with 1 N HCl and then 1 N NaOH, and concentrated. The residue was diluted with EtOAc and washed with brine. The organic layer was dried (Na2SO4), concentrated, and purified by flash chromatography to afford the title compound. 1H NMR (600 MHz, CD3OD) δ 8.66 (d, 1H); 8... Reactants: [Si](C)(C)(C)C#N (TMSCN), NC1=CC(=C(C=C1)CCCC#N)F (4-(4-amino-2-fluorophenyl)butanenitrile), C1(CCC1)=O (cyclobutanone). Reagents/catalysts: [Cl-].[Cl-].[Zn+2] (ZnCl2). Run in O1CCOCC1 (dioxane). Product: C(#N)C(C)(C)NC1=CC(=C(C=C1)CCCC#N)F (4-(4-((2-cyanopropan-2-yl)amino)-2-fluorophenyl)butanenitrile). Isolated yield 95.9%. RXN SMILES: [Si]([C:5]#[N:6])(C)(C)C.[NH2:7][C:8]1[CH:13]=[CH:12][C:11]([CH2:14][CH2:15][CH2:16][C:17]#[N:18])=[C:10]([F:19])[CH:9]=1.[C:20]1(=O)[CH2:23]C[CH2:21]1>O1CCOCC1.[Cl-].[Cl-].[Zn+2]>[C:5]([C:20]([NH:7][C:8]1[CH:13]=[CH:12][C:11]([CH2:14][CH2:15][CH2:16][C:17]#[N:18])=[C:10]([F:19])[CH:9]=1)([CH3:23])[CH3:21])#[N:6] |f:4.5.6|. Reported procedure: TMSCN (0.14 mL, 1.01 mmol) was added to a mixture of the compound 68 (60 mg, 0.34 mmol), cyclobutanone (0.15 mL, 2.04 mmol) and ZnCl2 (4 mg, 0.04 mmol) in dioxane (1 mL) with stirring. The reaction mixture was stirred at room temperature for 1 h, and concentrated in vacuo. The residue was diluted with water, and extracted with DCM. The combined organic layers were washed with brine, dried over Na2SO4 and concentrated to dryness to give compound 70 (80 mg, 91%) as a light yellow oil. The crude pr... The reactants are C(C)N1N=C(C=2C1=NC1=CC=CC=C1C2Cl)C (1-ethyl-3-methyl-4-chloro-1H-pyrazolo[3,4-b]quinoline), C(C1=CC=CC=C1)N (benzylamine), Cl (HCl), [NH4+].[OH-] (NH4OH). The solvent is CS(=O)C (DMSO), C(Cl)Cl (CH2Cl2), O (water). Conditions: temperature 80 celsius. Product: C(C)N1N=C(C=2C1=NC1=CC=CC=C1C2NCC2=CC=CC=C2)C (1-ethyl-3-methyl-N-(phenylmethyl)-1H-pyrazolo[3,4-b]quinolin-4-amine). Yield: 66.2%. As a reaction SMILES: [CH2:1]([N:3]1[C:7]2=[N:8][C:9]3[C:14]([C:15](Cl)=[C:6]2[C:5]([CH3:17])=[N:4]1)=[CH:13][CH:12]=[CH:11][CH:10]=3)[CH3:2].[CH2:18]([NH2:25])[C:19]1[CH:24]=[CH:23][CH:22]=[CH:21][CH:20]=1.[NH4+].[OH-].Cl>C(Cl)Cl.O.CS(C)=O>[CH2:1]([N:3]1[C:7]2=[N:8][C:9]3[C:14]([C:15]([NH:25][CH2:18][C:19]4[CH:24]=[CH:23][CH:22]=[CH:21][CH:20]=4)=[C:6]2[C:5]([CH3:17])=[N:4]1)=[CH:13][CH:12]=[CH:11][CH:10]=3)[CH3:2] |f:2.3|. Reported procedure: A mixture of 1-ethyl-3-methyl-4-chloro-1H-pyrazolo[3,4-b]quinoline (1.0 g, 4.3 mmol), DMSO (3 ml) and benzylamine (0.98 ml, 9 mmol) was heated at 80° C. overnight. The reaction mixture was poured into water (100 ml), then NH4OH (0.5 ml) was added. The mixture was extracted with CH2Cl2 (200 ml) and the CH2Cl2 was concentrated to about 20 ml and then this solution was purified by column chromatography on silica gel, followed by high pressure liquid chromatography eluting with 20% ethyl acetate/hex... The reactants are ClC/C=C/CN1C(NC(C(=C1C(C1=CC(=CC(=C1)C)C)=O)C(C)C)=O)=O (1-(4-chloro-trans-2-butenyl)-5-isopropyl-6-(3,5-dimethylbenzoyl)-2,4-pyrimidinedione), C(C)(=O)[O-].[Na+] (sodium acetate). The solvent is CN(C)C=O (DMF). Conditions: temperature 100 celsius, time 48 hour. Yields the product C(C)(=O)OC/C=C/CN1C(NC(C(=C1C(C1=CC(=CC(=C1)C)C)=O)C(C)C)=O)=O (1-(4-acetoxy-trans-2-butenyl)-5-isopropyl-6-(3,5-dimethylbenzoyl)-2,4-pyrimidinedione). The yield is 70.3%. Reaction SMILES: Cl[CH2:2]/[CH:3]=[CH:4]/[CH2:5][N:6]1[C:11]([C:12](=[O:21])[C:13]2[CH:18]=[C:17]([CH3:19])[CH:16]=[C:15]([CH3:20])[CH:14]=2)=[C:10]([CH:22]([CH3:24])[CH3:23])[C:9](=[O:25])[NH:8][C:7]1=[O:26].[C:27]([O-:30])(=[O:29])[CH3:28].[Na+]>CN(C=O)C>[C:27]([O:30][CH2:2]/[CH:3]=[CH:4]/[CH2:5][N:6]1[C:11]([C:12](=[O:21])[C:13]2[CH:18]=[C:17]([CH3:19])[CH:16]=[C:15]([CH3:20])[CH:14]=2)=[C:10]([CH:22]([CH3:24])[CH3:23])[C:9](=[O:25])[NH:8][C:7]1=[O:26])(=[O:29])[CH3:28] |f:1.2|. Procedure: To a solution of 187 mg (0.5 mmol) of the compound obtained from Example 9 in 5 ml of DMF was added 410 mg (5 mmol) of sodium acetate. The reaction mixture was then stirred for about 48 hours at 100° C., and evaporated under reduced pressure to give a yellow-colored residue, which was purified by flash chromatography using a mixture of ethyl acetate and hexane (1:2) as an eluent to afford 140 mg (yield 70%) of the title compound as a colorless syrup. Starting materials: Cc1ccc2c(c1)C(C)(C)CC(c1cccc(N)c1)N2, CS(=O)(=O)Cl, ClCCl, c1ccncc1. Yields the product Cc1ccc2c(c1)C(C)(C)CC(c1cccc(NS(C)(=O)=O)c1)N2. Reaction SMILES: [CH3:1][C:2]1([CH3:20])[CH2:3][CH:4]([c:13]2[cH:14][c:15]([NH2:19])[cH:16][cH:17][cH:18]2)[NH:5][c:6]2[cH:7][cH:8][c:9]([CH3:12])[cH:10][c:11]21.[CH3:27][S:28]([Cl:29])(=[O:30])=[O:31].[Cl:32][CH2:33][Cl:34].[cH:21]1[cH:22][cH:23][n:24][cH:25][cH:26]1>>[CH3:1][C:2]1([CH3:20])[CH2:3][CH:4]([c:13]2[cH:14][c:15]([NH:19][S:28]([CH3:27])(=[O:30])=[O:31])[cH:16][cH:17][cH:18]2)[NH:5][c:6]2[cH:7][cH:8][c:9]([CH3:12])[cH:10][c:11]21.